The task is: describe an organic reaction: reactants, conditions, products, and yield. This data is from the Open Reaction Database (ORD), a public repository of structured organic reaction records. Reactants: C(\C=C/C(=O)[O-])(=O)OCC (monoethyl maleate), C([O-])([O-])=O.[Na+].[Na+] (sodium carbonate), Cl (hydrochloric acid), N(N)C1=CC=C(C=C1)S(=O)(=O)[O-] (p-hydrazinobenzene sulphonate), C([O-])([O-])=O.[Na+].[Na+] (sodium carbonate). The solvent is O (water). Run at temperature 100 celsius. Yields the product C(=O)(O)C1NN(C(C1)=O)C1=CC=C(C=C1)S(=O)(=O)O (3carboxy-1-(4'-sulphophenyl)-5-pyrazolidone). Yield: 76.0%. Reaction SMILES: [C:1]([O:8]CC)(=O)/[CH:2]=[CH:3]\[C:4]([O-:6])=[O:5].[NH:11]([C:13]1[CH:18]=[CH:17][C:16]([S:19]([O-:22])(=[O:21])=[O:20])=[CH:15][CH:14]=1)[NH2:12].C(=O)([O-])[O-].[Na+].[Na+].Cl>O>[C:4]([CH:3]1[CH2:2][C:1](=[O:8])[N:11]([C:13]2[CH:18]=[CH:17][C:16]([S:19]([OH:22])(=[O:20])=[O:21])=[CH:15][CH:14]=2)[NH:12]1)([OH:6])=[O:5] |f:2.3.4|. Procedure details: 2 parts of monoethyl maleate are added with stirring to 25 parts of water containing 2 parts of p-hydrazinobenzene sulphonate and 1 part of sodium carbonate. The mixture is heated at 100° C for 5 hours. The resulting solution is warmed with sodium carbonate and the pH finally adjusted to 3-4 with hydrochloric acid. The 3carboxy-1-(4'-sulphophenyl)-5-pyrazolidone thus formed is filtered off and dried between 50°-100° C. The actual weight yield is 4 parts of strength 74% (determined by N.M.R.) whi... The reactants are Cc1cc(CCNC(=O)OC(C)(C)C)ccc1O, CS(C)=O, N#Cc1ccc(Cl)nc1, [H-], [Na+], O. The product is Cc1cc(CCNC(=O)OC(C)(C)C)ccc1Oc1ccc(C#N)cn1. RXN SMILES: [C:1]([CH3:2])([CH3:3])([CH3:4])[O:5][C:6]([NH:7][CH2:8][CH2:9][c:10]1[cH:11][c:12]([CH3:17])[c:13]([OH:16])[cH:14][cH:15]1)=[O:18].[CH3:31][S:32]([CH3:33])=[O:34].[Cl:19][c:20]1[n:21][cH:22][c:23]([C:24]#[N:25])[cH:26][cH:27]1.[H-:28].[Na+:29].[OH2:30]>>[C:1]([CH3:2])([CH3:3])([CH3:4])[O:5][C:6]([NH:7][CH2:8][CH2:9][c:10]1[cH:11][c:12]([CH3:17])[c:13]([O:16][c:20]2[n:21][cH:22][c:23]([C:24]#[N:25])[cH:26][cH:27]2)[cH:14][cH:15]1)=[O:18]. Starting materials: ClS(=O)(=O)O (chlorosulfonic acid), COC=1C=C(C=CC1OC)C (3,4-dimethoxy-toluene), Cl (hydrogen chloride). Solvent: C1=CC=CC=C1 (benzene). Product: S(=O)(=O)(O)Cl.CC1=CC=C(C(=C1)OC)OC (2-Methyl-4,5-dimethoxy-benzene sulfochloride). As a reaction SMILES: [Cl:1][S:2]([OH:5])(=[O:4])=[O:3].[CH3:6][O:7][C:8]1[CH:9]=[C:10]([CH3:16])[CH:11]=[CH:12][C:13]=1[O:14][CH3:15].Cl>C1C=CC=CC=1>[S:2]([Cl:1])([OH:5])(=[O:4])=[O:3].[CH3:16][C:10]1[CH:9]=[C:8]([O:7][CH3:6])[C:13]([O:14][CH3:15])=[CH:12][CH:11]=1 |f:4.5|. Procedure: 23.2 gm (0.2 mol) of chlorosulfonic acid were slowly added dropwise to 15.2 gm (0.1 mol) of 3,4-dimethoxy-toluene at about - 10° C., while stirring and cooling. Afterwards, the mixture was allowed to warm to room temperature, and was then stirred until the evolution of hydrogen chloride ceased. The reaction mixture was poured over ice, and the precipitated sulfochloride was extracted with ether. The organic phase was successively washed with sodium bicarbonate solution and water, and then evapor...